Dataset: the Open Reaction Database (ORD), a public repository of structured organic reaction records. Task: describe an organic reaction: reactants, conditions, products, and yield The product is O=C1CCC(=O)N1c1ccncc1. As a reaction SMILES: [CH3:16][S:17]([OH:18])(=[O:19])=[O:20].[NH2:9][c:10]1[cH:11][cH:12][n:13][cH:14][cH:15]1.[OH2:21].[OH:1][C:2]([CH2:4][CH2:5][C:6]([OH:3])=[O:8])=[O:7].[c:22]1([CH3:23])[c:24]([CH3:25])[cH:26][cH:27][cH:28][cH:29]1>>[O:1]=[C:2]1[CH2:4][CH2:5][C:6](=[O:8])[N:9]1[c:10]1[cH:11][cH:12][n:13][cH:14][cH:15]1. Starting materials: CS(=O)(=O)O, Nc1ccncc1, O, O=C(O)CCC(=O)O, Cc1ccccc1C. Reactants: CC=1N=CC(=NC1)C(=O)OC(C)(C)C (t-butyl 5-methylpyrazine-2-carboxylate), CN(C=O)C (N,N-dimethylformamide), COC(N(C)C)OC (N,N-dimethylformamide dimethylacetal). Solvent: C(C)(=O)OCC (ethyl acetate). Run at temperature 130 celsius, time 5 hour. Product: CN(/C=C/C=1N=CC(=NC1)C(=O)OC(C)(C)C)C (t-butyl 5-((E)-2-dimethylaminovinyl)pyrazine-2-carboxylate). RXN SMILES: [CH3:1][C:2]1[N:3]=[CH:4][C:5]([C:8]([O:10][C:11]([CH3:14])([CH3:13])[CH3:12])=[O:9])=[N:6][CH:7]=1.[CH3:15][N:16]([CH3:19])[CH:17]=O.COC(OC)N(C)C>C(OCC)(=O)C>[CH3:15][N:16]([CH3:19])/[CH:17]=[CH:1]/[C:2]1[N:3]=[CH:4][C:5]([C:8]([O:10][C:11]([CH3:14])([CH3:13])[CH3:12])=[O:9])=[N:6][CH:7]=1. Procedure details: A mixture of t-butyl 5-methylpyrazine-2-carboxylate (1.35 g), N,N-dimethylformamide (25 mL) and N,N-dimethylformamide dimethylacetal (25 mL) was stirred at 130° C. for five hours. The reaction solution was cooled to room temperature and diluted with ethyl acetate. The mixture was washed with a saturated sodium chloride solution three times. The organic layer was dried over anhydrous magnesium sulfate, and the insoluble matter was separated by filtration. The filtrate was concentrated and the res... The reactants are FC1=CC=C(C(=O)C=2C=C3C=CN(C3=CC2)N)C=C1 (5-(4-fluorobenzoyl)-amino-1H-indole), CN1CCC(CC1)=O (1-methyl-4-piperidone). Run in [OH-].[K+] (potassium hydroxide). Product: FC1=CC=C(C(=O)C=2C=C3C(=CN(C3=CC2)N)C=2CCN(CC2)C)C=C1 (5-(4-fluorobenzoyl)-amino-3-(1-methyl-1,2,3,6-tetrahydropyridin-4-yl)-1H-indole). Isolated yield 65.8%. As a reaction SMILES: [F:1][C:2]1[CH:19]=[CH:18][C:5]([C:6]([C:8]2[CH:9]=[C:10]3[C:14](=[CH:15][CH:16]=2)[N:13]([NH2:17])[CH:12]=[CH:11]3)=[O:7])=[CH:4][CH:3]=1.[CH3:20][N:21]1[CH2:26][CH2:25][C:24](=O)[CH2:23][CH2:22]1>[OH-].[K+]>[F:1][C:2]1[CH:19]=[CH:18][C:5]([C:6]([C:8]2[CH:9]=[C:10]3[C:14](=[CH:15][CH:16]=2)[N:13]([NH2:17])[CH:12]=[C:11]3[C:24]2[CH2:25][CH2:26][N:21]([CH3:20])[CH2:22][CH:23]=2)=[O:7])=[CH:4][CH:3]=1 |f:2.3|. Procedure: A solution of 2.54 gm (10 mMol) 5-(4-fluorobenzoyl)-amino-1H-indole and 1.7 gm (15.0 mMol) 1-methyl-4-piperidone in 20 mL 10% methanolic potassium hydroxide was heated to reflux for 3.5 hours and then allowed to stir without heating. After 18 hours the resultant suspension was filtered, the solid washed with methanol and then dried under reduced pressure to give 2.30 gm (65.8%) 5-(4-fluorobenzoyl)-amino-3-(1-methyl-1,2,3,6-tetrahydropyridin-4-yl)-1H-indole as a tan powder. The reactants are [N+](=O)([O-])C=1C=C2C=CC(N(C2=CC1)CC1=CC=CC=C1)=O (6-Nitro-N-benzyl-2-quinolone), C(#N)C1=NC2=CC=C(C=C2C=C1)N (2-Cyano-6-aminoquinoline). Product: NC=1C=C2C=CC(N(C2=CC1)CC1=CC=CC=C1)=O (6-Amino-N-benzyl-2-quinolone). Reaction SMILES: [N+:1]([C:4]1[CH:5]=[C:6]2[C:11](=[CH:12][CH:13]=1)[N:10]([CH2:14][C:15]1[CH:20]=[CH:19][CH:18]=[CH:17][CH:16]=1)[C:9](=[O:21])[CH:8]=[CH:7]2)([O-])=O.C(C1C=CC2C(=CC=C(N)C=2)N=1)#N>>[NH2:1][C:4]1[CH:5]=[C:6]2[C:11](=[CH:12][CH:13]=1)[N:10]([CH2:14][C:15]1[CH:16]=[CH:17][CH:18]=[CH:19][CH:20]=1)[C:9](=[O:21])[CH:8]=[CH:7]2. Procedure: The title compound (34 mg) was prepared from compound 46C in a manner similar to that described in Experiment 45C. LC/MS m/z 251 [M+H]+. The reactants are CCOC(C)=O, COC(=O)c1ccc(S(=O)(=O)Nc2sc3ccccc3c2C)cc1, Fc1ccc(CBr)cc1C(F)(F)F, [K+], [K+], O=C([O-])[O-], CN(C)C=O, O. Product: COC(=O)c1ccc(S(=O)(=O)N(Cc2ccc(F)c(C(F)(F)F)c2)c2sc3ccccc3c2C)cc1. Reaction SMILES: [CH3:49][CH2:50][O:51][C:52]([CH3:53])=[O:54].[CH3:6][c:7]1[c:8]2[c:9]([s:10][c:11]1[NH:12][S:13](=[O:14])(=[O:15])[c:16]1[cH:17][cH:18][c:19]([C:22](=[O:23])[O:24][CH3:25])[cH:20][cH:21]1)[cH:26][cH:27][cH:28][cH:29]2.[F:36][c:37]1[c:38]([C:45]([F:46])([F:47])[F:48])[cH:39][c:40]([CH2:41][Br:42])[cH:43][cH:44]1.[K+:30].[K+:31].[O-:32][C:33]([O-:34])=[O:35].[O:1]=[CH:2][N:3]([CH3:4])[CH3:5].[OH2:55]>>[CH3:6][c:7]1[c:8]2[c:9]([s:10][c:11]1[N:12]([S:13](=[O:14])(=[O:15])[c:16]1[cH:17][cH:18][c:19]([C:22](=[O:23])[O:24][CH3:25])[cH:20][cH:21]1)[CH2:41][c:40]1[cH:39][c:38]([C:45]([F:46])([F:47])[F:48])[c:37]([F:36])[cH:44][cH:43]1)[cH:26][cH:27][cH:28][cH:29]2.